This data is from the Open Reaction Database (ORD), a public repository of structured organic reaction records. The task is: describe an organic reaction: reactants, conditions, products, and yield Starting materials: BrCC=C(C)C (4-bromo-2-methyl-2-butene), Cl.Cl.C1=C2[C@@H]3[C@H](CN4C2=C(C=C1)CCC4)CNC3 ((±) -cis-5,6,8,8a,9,10,11,11a-octahydro-4H-pyrido[3,2,1-ij]pyrrolo[3,4-c]quinoline, bis-hydrochloride salt). Product: Cl.Cl.CC(=CCN1C[C@H]2CN3C4=C(C=CC=C4[C@H]2C1)CCC3)C ((±)-cis-10-(3-methyl-2-butenyl)-5,6,8,8a,9,10,11,11a-octahydro-4H-pyrido[3,2,1-ij]pyrrolo[3,4-c]quinoline, bis-hydrochloride salt). As a reaction SMILES: Br[CH2:2][CH:3]=[C:4]([CH3:6])[CH3:5].[ClH:7].Cl.[CH:9]1[CH:18]=[CH:17][C:16]2[CH2:19][CH2:20][CH2:21][N:14]3[C:15]=2[C:10]=1[C@H:11]1[CH2:24][NH:23][CH2:22][C@H:12]1[CH2:13]3>>[ClH:7].[ClH:7].[CH3:5][C:4]([CH3:6])=[CH:3][CH2:2][N:23]1[CH2:24][C@H:11]2[C@H:12]([CH2:13][N:14]3[CH2:21][CH2:20][CH2:19][C:16]4[CH:17]=[CH:18][CH:9]=[C:10]2[C:15]3=4)[CH2:22]1 |f:1.2.3,4.5.6|. Procedure details: Using 4-bromo-2-methyl-2-butene and following the procedures described in EXAMPLE 104, (±)-cis-5,6,8,8a,9,10,11,11a-octahydro-4H-pyrido[3,2,1-ij]pyrrolo[3,4-c]quinoline free base from EXAMPLE 11 was converted into the title compound of EXAMPLE 106 as an off-white powder. 1H NMR (dmso-D6) δ: 11.05 (broad s, 1H), 6.86 (t, 1H, J=6.2 Hz), 6.81 (t, 1H, J=7.0 Hz), 6.59 (q, 1H, J=7.3 Hz), 5.33-5.27 (m, 1H), 3.90-3.60 (m, 4H), 3.50-3.25 (m, 2H), 3.10-2.95 (m, 3H), 2.90-2.75 (m, 3H), 2.72-2.65 (m, 2H), 1...